Dataset: the Open Reaction Database (ORD), a public repository of structured organic reaction records. Task: describe an organic reaction: reactants, conditions, products, and yield The solvent is O (water). Yield: 32.5%. Starting materials: [N+](=O)([O-])N=C1NCCN1 (2-nitroiminoimidazolidine), C(CC)=O (propionaldehyde), 1,3-dimethyl-2imidazolidine, P(=O)(Cl)(Cl)Cl (phosphorus oxychloride). As a reaction SMILES: [N+:1]([N:4]=[C:5]1[NH:9][CH2:8][CH2:7][NH:6]1)([O-:3])=[O:2].P(Cl)(Cl)(Cl)=O.[CH:15](=O)[CH2:16][CH3:17]>O>[CH:15]([N:6]1[CH2:7][CH2:8][NH:9][C:5]1=[N:4][N+:1]([O-:3])=[O:2])=[CH:16][CH3:17]. Procedure details: A mixture comprising 4.0 g of 2-nitroiminoimidazolidine, 20 ml of 1,3-dimethyl-2imidazolidine, 7.5 g of phosphorus oxychloride and 2.7 g of propionaldehyde was stirred for 30 minutes at room temperature. The reaction mixture was poured into water, extracted with ethyl acetate, washed with water, dried (with anhydrous MgSO4) and concentrated. The crystals thus precipitated out were sludged with ethyl acetate, filtrated and dried to give 1.7 g of 1-(1-propenyl)-2-nitroiminoimidazolidine. Yields the product C(=CC)N1C(NCC1)=N[N+](=O)[O-] (1-(1-propenyl)-2-nitroiminoimidazolidine). Conditions: time 30 minute. Reactants: N(=NC(C#N)(C)C)C(C#N)(C)C (2,2'-azobisisobutyronitrile), C=CC1=CC=CC=C1 (styrene), C(C(=C)C)(=O)OCCCC (n-butyl methacrylate). Conditions: temperature 110 celsius. Yields the product 43, C=CC1=CC=CC=C1.C(C(=C)C)(=O)OCCCC (styrene n-butyl methacrylate). As a reaction SMILES: N(C(C)(C)C#N)=NC(C)(C)C#N.[CH2:13]=[CH:14][C:15]1[CH:20]=[CH:19][CH:18]=[CH:17][CH:16]=1.[C:21]([O:26][CH2:27][CH2:28][CH2:29][CH3:30])(=[O:25])[C:22]([CH3:24])=[CH2:23]>>[CH2:13]=[CH:14][C:15]1[CH:20]=[CH:19][CH:18]=[CH:17][CH:16]=1.[C:21]([O:26][CH2:27][CH2:28][CH2:29][CH3:30])(=[O:25])[C:22]([CH3:24])=[CH2:23] |f:3.4|. Reported procedure: With the addition of 2,2'-azobisisobutyronitrile, a mixture of styrene and n-butyl methacrylate at a mixing ratio of (75:25) was stirred at temperatures of 100 to 120° C. in order to obtain 43 parts by weight of a styrene-n-butyl methacrylate copolymer. The previously obtained solution was further added dropwise to the above polymerization mixture and the polymerization was allowed to continue for three hours. Thereafter, a solvent component was removed from the above mixture by heating under va... The reactants are O=C1NC2=C(CCN1C1CCN(CC1)C(=O)O[C@@H](C(N1CCN(CC1)C1CCOCC1)=O)CC1=CC(=C(C(=C1)C)O)C)C=CC=C2 ((R)-1-(4-hydroxy-3,5-dimethyl-benzyl)-2-oxo-2-[4-(tetrahydropyran-4-yl)-piperazin-1-yl]-ethyl 4-(2-oxo-1,2,4,5-tetrahydro-1,3-benzodiazepin-3-yl)-piperidine-1-carboxylate), C(C)(=O)OC(C)=O (acetic anhydride). The product is O=C1NC2=C(CCN1C1CCN(CC1)C(=O)O[C@@H](C(N1CCN(CC1)C1CCOCC1)=O)CC1=CC(=C(C(=C1)C)OC(C)=O)C)C=CC=C2 ((R)-1-(4-acetoxy-3,5-dimethyl-benzyl)-2-oxo-2-[4-(tetrahydropyran-4-yl)-piperazin-1-yl]-ethyl 4-(2-oxo-1,2,4,5-tetrahydro-1,3-benzodiazepin-3-yl)-piperidine-1-carboxylate). RXN SMILES: [O:1]=[C:2]1[N:8]([CH:9]2[CH2:14][CH2:13][N:12]([C:15]([O:17][C@H:18]([CH2:33][C:34]3[CH:39]=[C:38]([CH3:40])[C:37]([OH:41])=[C:36]([CH3:42])[CH:35]=3)[C:19](=[O:32])[N:20]3[CH2:25][CH2:24][N:23]([CH:26]4[CH2:31][CH2:30][O:29][CH2:28][CH2:27]4)[CH2:22][CH2:21]3)=[O:16])[CH2:11][CH2:10]2)[CH2:7][CH2:6][C:5]2[CH:43]=[CH:44][CH:45]=[CH:46][C:4]=2[NH:3]1.[C:47](OC(=O)C)(=[O:49])[CH3:48]>>[O:1]=[C:2]1[N:8]([CH:9]2[CH2:14][CH2:13][N:12]([C:15]([O:17][C@H:18]([CH2:33][C:34]3[CH:39]=[C:38]([CH3:40])[C:37]([O:41][C:47](=[O:49])[CH3:48])=[C:36]([CH3:42])[CH:35]=3)[C:19](=[O:32])[N:20]3[CH2:21][CH2:22][N:23]([CH:26]4[CH2:31][CH2:30][O:29][CH2:28][CH2:27]4)[CH2:24][CH2:25]3)=[O:16])[CH2:11][CH2:10]2)[CH2:7][CH2:6][C:5]2[CH:43]=[CH:44][CH:45]=[CH:46][C:4]=2[NH:3]1. Reported procedure: A solution of 42 mg (0.07 mmol) (R)-1-(4-hydroxy-3,5-dimethyl-benzyl)-2-oxo-2-[4-(tetrahydropyran-4-yl)-piperazin-1-yl]-ethyl 4-(2-oxo-1,2,4,5-tetrahydro-1,3-benzodiazepin-3-yl)-piperidine-1-carboxylate (Example 7i) in 5 mL acetic anhydride was heated to 50° C. for 2 h. The mixture was evaporated down i.vac. and the residue was purified by HPLC. The fractions containing the product were combined and lyophilised. Reactants: NC=1C2=C(N=C(N1)C1=NN(C3=CC(=CC=C13)Cl)CCC(C(F)(F)F)(F)F)NC(C2(C(N)=S)C)=O (4-amino-2-[6-chloro-1-(3,3,4,4,4-pentafluorobutyl)-1H-indazol-3-yl]-5-methyl-6-oxo-6,7-dihydro-5H-pyrrolo[2,3-d]pyrimidine-5-carbothioamide), BrC(C(C)=O)C (3-bromo-2-butanone). Run in C(C)O (ethanol). Reaction conditions: temperature 80 celsius, time 8 hour. Yields the product NC=1C2=C(N=C(N1)C1=NN(C3=CC(=CC=C13)Cl)CCC(C(F)(F)F)(F)F)NC(C2(C)C=2SC(=C(N2)C)C)=O (4-amino-2-[6-chloro-1-(3,3,4,4,4-pentafluorobutyl)-1H-indazol-3-yl]-5-(4,5-dimethyl-1,3-thiazol-2-yl)-5-methyl-5,7-dihydro-6H-pyrrolo[2,3-d]pyrimidin-6-one). Reaction SMILES: [NH2:1][C:2]1[C:3]2[C:29]([CH3:33])([C:30](=[S:32])[NH2:31])[C:28](=[O:34])[NH:27][C:4]=2[N:5]=[C:6]([C:8]2[C:16]3[C:11](=[CH:12][C:13]([Cl:17])=[CH:14][CH:15]=3)[N:10]([CH2:18][CH2:19][C:20]([F:26])([F:25])[C:21]([F:24])([F:23])[F:22])[N:9]=2)[N:7]=1.Br[CH:36]([CH3:40])[C:37](=O)[CH3:38]>C(O)C>[NH2:1][C:2]1[C:3]2[C:29]([C:30]3[S:32][C:36]([CH3:40])=[C:37]([CH3:38])[N:31]=3)([CH3:33])[C:28](=[O:34])[NH:27][C:4]=2[N:5]=[C:6]([C:8]2[C:16]3[C:11](=[CH:12][C:13]([Cl:17])=[CH:14][CH:15]=3)[N:10]([CH2:18][CH2:19][C:20]([F:26])([F:25])[C:21]([F:24])([F:22])[F:23])[N:9]=2)[N:7]=1. Procedure: To a solution of the intermediate from Step A above (11 mg, 0.021 mmol) in ethanol (423 μl), was added 3-bromo-2-butanone (32.0 mg, 0.212 mmol). The mixture was stirred at 80° C. overnight. The solvent was then removed in vacuo. The residue was purified by preparative TLC using hexanes/EtOAc (1/1) as the eluent to give the indicated compound. Chiral separation using SFC on a Chiralpak AD column provided both enantiomers of the title compound. 1H NMR (500 MHz, CH3OH-d4): δ 8.59 (d, J=8.7 Hz, 1H);... Starting materials: BrC1=CC(=CC=C1)CBr (1-bromo-3-bromomethylbenzene), C(CC)[Mg]Br (n-propylmagnesium bromide), lithium tetrachlorocuprate, [Cl-].[NH4+] (ammonium chloride), O (water). Run in O1CCCC1 (tetrahydrofuran). Conditions: temperature 0 celsius, time 2 hour. Product: BrC1=CC(=CC=C1)CCCC (1-Bromo-3-butylbenzene). Reaction SMILES: [Br:1][C:2]1[CH:7]=[CH:6][CH:5]=[C:4]([CH2:8]Br)[CH:3]=1.[CH2:10]([Mg]Br)[CH2:11][CH3:12].[Cl-].[NH4+].O>O1CCCC1>[Br:1][C:2]1[CH:7]=[CH:6][CH:5]=[C:4]([CH2:8][CH2:10][CH2:11][CH3:12])[CH:3]=1 |f:2.3|. Procedure: Under nitrogen stream, to a solution of 1-bromo-3-bromomethylbenzene (25 g) in tetrahydrofuran (200 ml) were sequentially added dropwise n-propylmagnesium bromide (60 ml, 2M solution in tetrahydrofuran) and lithium tetrachlorocuprate (5 ml, 0.1M solution in tetrahydrofuran) at −78° C. Then, this reaction mixture was stirred at 0° C. for 2 hours. Under ice-cooling, to this reaction mixture were sequentially added a saturated aqueous solution of ammonium chloride (100 ml) and water (100 ml), and t... The reactants are BrC1=CC=C(COC[C@H]2[C@H](C2)C2CCN(CC2)C2=NC=C(C=N2)CC)C=C1 (2-[4-((1R,2R)-2-{[(4-bromobenzyl)oxy]methyl}cyclopropyl)piperidin-1-yl]-5-ethyl pyrimidine), C(CCC)[Sn](C=1OC=CN1)(CCCC)CCCC (2-(tributylstannyl)oxazole), EtOAc hexanes. Reagents/catalysts: Cl[Pd]([P](C1=CC=CC=C1)(C2=CC=CC=C2)C3=CC=CC=C3)([P](C4=CC=CC=C4)(C5=CC=CC=C5)C6=CC=CC=C6)Cl (Pd(PPh3)2Cl2). Solvent: C1(=CC=CC=C1)C (toluene). Conditions: temperature 90 celsius. Yields the product C(C)C=1C=NC(=NC1)N1CCC(CC1)[C@@H]1[C@@H](C1)COCC1=CC=C(C=C1)C=1OC=CN1 (5-ethyl-2-{4-[(1R,2R)-2-({[4-(1,3-oxazol-2-yl)benzyl]oxy}methyl)cyclopropyl]piperidin-1-yl}pyrimidine). Reaction SMILES: Br[C:2]1[CH:27]=[CH:26][C:5]([CH2:6][O:7][CH2:8][C@@H:9]2[CH2:11][C@@H:10]2[CH:12]2[CH2:17][CH2:16][N:15]([C:18]3[N:23]=[CH:22][C:21]([CH2:24][CH3:25])=[CH:20][N:19]=3)[CH2:14][CH2:13]2)=[CH:4][CH:3]=1.C([Sn](CCCC)(CCCC)[C:33]1[O:34][CH:35]=[CH:36][N:37]=1)CCC>C1(C)C=CC=CC=1.Cl[Pd](Cl)([P](C1C=CC=CC=1)(C1C=CC=CC=1)C1C=CC=CC=1)[P](C1C=CC=CC=1)(C1C=CC=CC=1)C1C=CC=CC=1>[CH2:24]([C:21]1[CH:20]=[N:19][C:18]([N:15]2[CH2:16][CH2:17][CH:12]([C@H:10]3[CH2:11][C@H:9]3[CH2:8][O:7][CH2:6][C:5]3[CH:26]=[CH:27][C:2]([C:33]4[O:34][CH:35]=[CH:36][N:37]=4)=[CH:3][CH:4]=3)[CH2:13][CH2:14]2)=[N:23][CH:22]=1)[CH3:25] |^1:55,74|. Procedure details: The product of step A (100 mg, 0.2 mmol), Pd(PPh3)2Cl2 (16 mg, 0.02 mmol), and 2-(tributylstannyl)oxazole (125 mg, 0.35 mmol) were dissolved in toluene (2.5 mL), and the solution was heated at 90° C. for 18 h. Silica gel was added, and the slurry was subjected to silica gel column chromatography (2/1 EtOAc/hexanes) to provide the title compound. MS (ESI) m/z 419 [M+H]+. GPR119 Human EC50: 12 nM